From a dataset of the Open Reaction Database (ORD), a public repository of structured organic reaction records. describe an organic reaction: reactants, conditions, products, and yield The reactants are ClC=1C=NC=CC1[C@H](C)N ((S)-1-(3-chloropyridin-4-yl)ethanamine), C(C)(C)(C)OC(=O)C1=C(C=CC=C1)C1=CC=C(C=C1)CN1C(=C(C2=CC(=CC=C12)C(=O)O)C)C (1-((2′-(tert-butoxycarbonyl)-[1,1′-biphenyl]-4-yl)methyl)-2,3-dimethyl-1H-indole-5-carboxylic acid). Yields the product ClC=1C=NC=CC1[C@H](C)NC(=O)C=1C=C2C(=C(N(C2=CC1)CC1=CC=C(C=C1)C=1C(=CC=CC1)C(=O)O)C)C ((S)-4′-((5-((1-(3-chloropyridin-4-yl)ethyl)carbamoyl)-2,3-dimethyl-1H-indol-1-yl)methyl)-[1,1′-biphenyl]-2-carboxylic acid). RXN SMILES: [Cl:1][C:2]1[CH:3]=[N:4][CH:5]=[CH:6][C:7]=1[C@@H:8]([NH2:10])[CH3:9].C([O:15][C:16]([C:18]1[CH:23]=[CH:22][CH:21]=[CH:20][C:19]=1[C:24]1[CH:29]=[CH:28][C:27]([CH2:30][N:31]2[C:39]3[C:34](=[CH:35][C:36]([C:40](O)=[O:41])=[CH:37][CH:38]=3)[C:33]([CH3:43])=[C:32]2[CH3:44])=[CH:26][CH:25]=1)=[O:17])(C)(C)C>>[Cl:1][C:2]1[CH:3]=[N:4][CH:5]=[CH:6][C:7]=1[C@@H:8]([NH:10][C:40]([C:36]1[CH:35]=[C:34]2[C:39](=[CH:38][CH:37]=1)[N:31]([CH2:30][C:27]1[CH:26]=[CH:25][C:24]([C:19]3[C:18]([C:16]([OH:17])=[O:15])=[CH:23][CH:22]=[CH:21][CH:20]=3)=[CH:29][CH:28]=1)[C:32]([CH3:44])=[C:33]2[CH3:43])=[O:41])[CH3:9]. Procedure details: The title compound was prepared following the same general protocol as described in Step 8-9, Example 1, using the (S)-1-(3-chloropyridin-4-yl)ethanamine and the 1-((2′-(tert-butoxycarbonyl)-[1,1′-biphenyl]-4-yl)methyl)-2,3-dimethyl-1H-indole-5-carboxylic acid. ESI-MS (m/z): 538/539/540 [M+H]+. The reactants are N(C1=CC=CC=C1)C1=NC=C2C(=N1)N(C(N(C2)C2=C(C=CC=C2)Br)=O)C2=CC(=CC=C2)CO[Si](C2=CC=CC=C2)(C2=CC=CC=C2)C(C)(C)C (7-anilino-3-(2-bromophenyl)-1-[3-((tert-butyldiphenylsilyloxy)methyl)phenyl]-3,4-dihydro-pyrimido[4,5-d]pyrimidin-2(1H)-one), [F-].C(CCC)[N+](CCCC)(CCCC)CCCC (tetrabutylammonium fluoride). Run in O1CCCC1 (tetrahydrofuran). The product is N(C1=CC=CC=C1)C1=NC=C2C(=N1)N(C(N(C2)C2=C(C=CC=C2)Br)=O)C2=CC(=CC=C2)CO (7-anilino-3-(2-bromophenyl)-3,4-dihydro-1-[3-(hydroxymethyl)phenyl]pyrimido[4,5-d]pyrimidin-2(1H)-one). Yield: 54.7%. RXN SMILES: [NH:1]([C:8]1[N:13]=[C:12]2[N:14]([C:26]3[CH:31]=[CH:30][CH:29]=[C:28]([CH2:32][O:33][Si](C(C)(C)C)(C4C=CC=CC=4)C4C=CC=CC=4)[CH:27]=3)[C:15](=[O:25])[N:16]([C:18]3[CH:23]=[CH:22][CH:21]=[CH:20][C:19]=3[Br:24])[CH2:17][C:11]2=[CH:10][N:9]=1)[C:2]1[CH:7]=[CH:6][CH:5]=[CH:4][CH:3]=1.[F-].C([N+](CCCC)(CCCC)CCCC)CCC>O1CCCC1>[NH:1]([C:8]1[N:13]=[C:12]2[N:14]([C:26]3[CH:31]=[CH:30][CH:29]=[C:28]([CH2:32][OH:33])[CH:27]=3)[C:15](=[O:25])[N:16]([C:18]3[CH:23]=[CH:22][CH:21]=[CH:20][C:19]=3[Br:24])[CH2:17][C:11]2=[CH:10][N:9]=1)[C:2]1[CH:3]=[CH:4][CH:5]=[CH:6][CH:7]=1 |f:1.2|. Reported procedure: A solution of 1.5 g (2 mmol) of 7-anilino-3-(2-bromophenyl)-1-[3-((tert-butyldiphenylsilyloxy)methyl)phenyl]-3,4-dihydro-pyrimido[4,5-d]pyrimidin-2(1H)-one in 30 ml of tetrahydrofuran was treated with 2.5 ml (2.5 mmol) of tetrabutylammonium fluoride (1M in tetrahydrofuran). The mixture was heated at reflux for 5 hours, cooled and evaporated. The residue was partitioned between 50 ml of ethyl acetate and 50 ml of 2M aqueous hydrochloric acid. The organic phase was washed with 40 ml of water, drie... Reactants: CCCCOC(CNCC1OC(C)C(C)O1)OCCCC, O=C(Cl)CCl, [Na+], [Na+], O=C([O-])[O-], O, c1ccccc1. Product: CCCCOC(CN(CC1OC(C)C(C)O1)C(=O)CCl)OCCCC. As a reaction SMILES: [CH2:1]([CH2:2][CH2:3][CH3:4])[O:5][CH:6]([CH2:7][NH:8][CH2:9][CH:10]1[O:11][CH:12]([CH3:16])[CH:13]([CH3:15])[O:14]1)[O:17][CH2:18][CH2:19][CH2:20][CH3:21].[Cl:34][CH2:35][C:36](=[O:37])[Cl:38].[Na+:28].[Na+:29].[O-:30][C:31](=[O:32])[O-:33].[OH2:39].[cH:22]1[cH:23][cH:24][cH:25][cH:26][cH:27]1>>[CH2:1]([CH2:2][CH2:3][CH3:4])[O:5][CH:6]([CH2:7][N:8]([CH2:9][CH:10]1[O:11][CH:12]([CH3:16])[CH:13]([CH3:15])[O:14]1)[C:36]([CH2:35][Cl:34])=[O:37])[O:17][CH2:18][CH2:19][CH2:20][CH3:21]. As a reaction SMILES: CC(C)(C)[Si]([O:6][CH:7]([CH:18]1[CH2:27][CH2:26][C:21]2([O:25][CH2:24][CH2:23][O:22]2)[CH2:20][CH2:19]1)[C:8]([F:17])([F:16])[C:9]([F:15])([F:14])[C:10]([F:13])([F:12])[F:11])(C)C.CCCC[N+](CCCC)(CCCC)CCCC.[F-]>C1COCC1>[F:17][C:8]([F:16])([C:9]([F:14])([F:15])[C:10]([F:11])([F:12])[F:13])[CH:7]([CH:18]1[CH2:19][CH2:20][C:21]2([O:22][CH2:23][CH2:24][O:25]2)[CH2:26][CH2:27]1)[OH:6] |f:1.2|. The solvent is C1CCOC1 (THF). Reaction conditions: time 2 hour. The reactants are CC([Si](C)(C)OC(C(C(C(F)(F)F)(F)F)(F)F)C1CCC2(OCCO2)CC1)(C)C (trimethyl (2,2,3,3,4,4,4-heptafluoro-1-(1,4-dioxaspiro[4.5]decan-8-yl)butoxy)trimethylsilane), CCCC[N+](CCCC)(CCCC)CCCC.[F-] (TBAF). Yields the product FC(C(O)C1CCC2(OCCO2)CC1)(C(C(F)(F)F)(F)F)F (2,2,3,3,4,4,4-heptafluoro-1-(1,4-dioxaspiro[4.5]decan-8-yl)butan-1-ol). Procedure details: To a solution of trimethyl (2,2,3,3,4,4,4-heptafluoro-1-(1,4-dioxaspiro[4.5]decan-8-yl)butoxy)trimethylsilane (265 mg, 0.643 mmol, prepared in the previous step) in THF (10 mL) was added a TBAF (0.64 mL, 0.64 mmol, 1 M in THF) dropwise. After the complete addition, the reaction mixture was at room temperature 2 hours and then concentrated in vacuo. The residue purified by flash chromatography (silica gel, 0-100% ethyl acetate/heptane) to afford the product. Starting materials: FC=1C=C(C=CC1)C1=NN2C(C=CC(=C2)C(F)(F)F)=C1C(=O)O (2-(3-fluoro-phenyl)-6-trifluoromethyl-pyrazolo[1,5-a]pyridine-3-carboxylic acid), C(=O)(O)[O-].[Na+] (NaHCO3), C1CC(=O)N(C1=O)Br (NBS). The solvent is O (water), CN(C)C=O (DMF). Reaction conditions: time 1.5 hour. Product: BrC=1C(=NN2C1C=CC(=C2)C(F)(F)F)C2=CC(=CC=C2)F (3-Bromo-2-(3-fluoro-phenyl)-6-trifluoromethyl-pyrazolo[1,5-a]pyridine). Yield: 87.6%. As a reaction SMILES: [F:1][C:2]1[CH:3]=[C:4]([C:8]2[C:20](C(O)=O)=[C:11]3[CH:12]=[CH:13][C:14]([C:16]([F:19])([F:18])[F:17])=[CH:15][N:10]3[N:9]=2)[CH:5]=[CH:6][CH:7]=1.C([O-])(O)=O.[Na+].C1C(=O)N([Br:36])C(=O)C1>CN(C=O)C.O>[Br:36][C:20]1[C:8]([C:4]2[CH:5]=[CH:6][CH:7]=[C:2]([F:1])[CH:3]=2)=[N:9][N:10]2[CH:15]=[C:14]([C:16]([F:19])([F:18])[F:17])[CH:13]=[CH:12][C:11]=12 |f:1.2|. Reported procedure: To a solution of 2-(3-fluoro-phenyl)-6-trifluoromethyl-pyrazolo[1,5-a]pyridine-3-carboxylic acid (403 mg, 1.24 mmol) and NaHCO3 (355 mg, 3.4 eq) in DMF (10 ml) was added NBS (1.1 eq, 244 mg) and the resulting solution stirred at rt for 1.5 h. The mixture was diluted with water and extracted with ethyl acetate (3×10 ml). The combined organic phases were washed with water (3×10 ml), dried and concentrated in vacuo to give the title compound as a brown solid (390 mg, 85%). MH+ 358/359 The reactants are [Al+3], CO, COc1ccccc1, [Cl-], [Cl-], [Cl-], COc1ccc(Cn2c(=O)c3c(Nc4ccc(I)cc4F)n(C)c(=O)c(C)c3n(-c3cccc(NC(C)=O)c3)c2=O)cc1. The product is CC(=O)Nc1cccc(-n2c(=O)[nH]c(=O)c3c(Nc4ccc(I)cc4F)n(C)c(=O)c(C)c32)c1. As a reaction SMILES: [Al+3:45].[CH3:48][OH:49].[CH3:50][O:51][c:52]1[cH:53][cH:54][cH:55][cH:56][cH:57]1.[Cl-:44].[Cl-:46].[Cl-:47].[F:1][c:2]1[c:3]([NH:9][c:10]2[n:11]([CH3:43])[c:12](=[O:42])[c:13]([CH3:41])[c:14]3[n:15](-[c:31]4[cH:32][c:33]([NH:37][C:38]([CH3:39])=[O:40])[cH:34][cH:35][cH:36]4)[c:16](=[O:30])[n:17]([CH2:21][c:22]4[cH:23][cH:24][c:25]([O:26][CH3:27])[cH:28][cH:29]4)[c:18](=[O:20])[c:19]23)[cH:4][cH:5][c:6]([I:8])[cH:7]1>>[F:1][c:2]1[c:3]([NH:9][c:10]2[n:11]([CH3:43])[c:12](=[O:42])[c:13]([CH3:41])[c:14]3[n:15](-[c:31]4[cH:32][c:33]([NH:37][C:38]([CH3:39])=[O:40])[cH:34][cH:35][cH:36]4)[c:16](=[O:30])[nH:17][c:18](=[O:20])[c:19]23)[cH:4][cH:5][c:6]([I:8])[cH:7]1. Reactants: OC=1C=C2C(=NC=NC2=CC1)NC1=CC(=CC=C1)C (6-hydroxy-4-(3'-methylanilino)quinazoline), BrCCBr (1,2-dibromoethane). The solvent is CC(=O)N(C)C (DMA). Run at temperature 80 celsius. Yields the product BrCCOC=1C=C2C(=NC=NC2=CC1)NC1=CC(=CC=C1)C (6-(2-bromoethoxy)-4-(3'-methylanilino)quinazoline). Yield: 47.0%. Reaction SMILES: [OH:1][C:2]1[CH:3]=[C:4]2[C:9](=[CH:10][CH:11]=1)[N:8]=[CH:7][N:6]=[C:5]2[NH:12][C:13]1[CH:18]=[CH:17][CH:16]=[C:15]([CH3:19])[CH:14]=1.[Br:20][CH2:21][CH2:22]Br>CC(N(C)C)=O>[Br:20][CH2:21][CH2:22][O:1][C:2]1[CH:3]=[C:4]2[C:9](=[CH:10][CH:11]=1)[N:8]=[CH:7][N:6]=[C:5]2[NH:12][C:13]1[CH:18]=[CH:17][CH:16]=[C:15]([CH3:19])[CH:14]=1. Procedure: Using an analogous procedure to that described in Example 39, except that DMA was used in place of DMF and that the reaction mixture was heated to 80° C. for 4 hours, 6-hydroxy-4-(3'-methylanilino)quinazoline was reacted with 1,2-dibromoethane to give 6-(2-bromoethoxy)-4-(3'-methylanilino)quinazoline in 47% yield, m.p. 129°-135° C. Reactants: CCOC(=O)C(C)(C)Oc1ccc(OC(C)=O)cc1C, CC[O-], CCO, Cl, [Na+]. The product is CCOC(=O)C(C)(C)Oc1ccc(O)cc1C. Reaction SMILES: [C:1](=[O:2])([CH3:3])[O:4][c:5]1[cH:6][c:7]([CH3:20])[c:8]([O:9][C:10]([C:11](=[O:12])[O:13][CH2:14][CH3:15])([CH3:16])[CH3:17])[cH:18][cH:19]1.[CH3:22][CH2:23][O-:24].[CH3:26][CH2:27][OH:28].[ClH:25].[Na+:21]>>[OH:4][c:5]1[cH:6][c:7]([CH3:20])[c:8]([O:9][C:10]([C:11](=[O:12])[O:13][CH2:14][CH3:15])([CH3:16])[CH3:17])[cH:18][cH:19]1.